This data is from the Open Reaction Database (ORD), a public repository of structured organic reaction records. The task is: describe an organic reaction: reactants, conditions, products, and yield The reactants are COC(CCCC#CC1=C(C(=CC=C1)C#CCCCCOC1OCCCC1)\C=C\C(=O)OC)=O (Rac-(E)-6-[2-(3-methoxy-3-oxo-1-propenyl)-3-[6-[(tetrahydro-2H-pyran-2-yl)oxy]-1-hexynyl]phenyl]-5-hexynoic acid methyl ester). Reagents/catalysts: [Pd] (palladium on carbon). Solvent: CO (methanol). Reaction SMILES: [CH3:1][O:2][C:3](=[O:34])[CH2:4][CH2:5][CH2:6][C:7]#[C:8][C:9]1[CH:14]=[CH:13][CH:12]=[C:11]([C:15]#[C:16][CH2:17][CH2:18][CH2:19][CH2:20][O:21][CH:22]2[CH2:27][CH2:26][CH2:25][CH2:24][O:23]2)[C:10]=1/[CH:28]=[CH:29]/[C:30]([O:32][CH3:33])=[O:31]>[Pd].CO>[CH3:1][O:2][C:3](=[O:34])[CH2:4][CH2:5][CH2:6][CH2:7][CH2:8][C:9]1[CH:14]=[CH:13][CH:12]=[C:11]([CH2:15][CH2:16][CH2:17][CH2:18][CH2:19][CH2:20][O:21][CH:22]2[CH2:27][CH2:26][CH2:25][CH2:24][O:23]2)[C:10]=1[CH2:28][CH2:29][C:30]([O:32][CH3:33])=[O:31]. Product: COC(CCCCCC1=C(C(=CC=C1)CCCCCCOC1OCCCC1)CCC(=O)OC)=O (rac-2-(3-Methoxy-3-oxopropyl)-3-[6-[(tetrahydro-2H-pyran-2-yl)oxy]hexyl]benzenehexanoic Acid Methyl Ester). Procedure details: Rac-(E)-6-[2-(3-methoxy-3-oxo-1-propenyl)-3-[6-[(tetrahydro-2H-pyran-2-yl)oxy]-1-hexynyl]phenyl]-5-hexynoic acid methyl ester from the preceding example was catalytically hydrogenated over 10% palladium on carbon, in methanol, at room temperature and 1 atmosphere. The title compound was obtained, in 97% yield, as a pale-yellow oil. Isolated yield 97.0%. Reactants: N1CCCCC1 (piperidine), O=CC1=CC(OC)=C(O)C=C1 (vanillin), COC(CC#N)=O (cyanoacetic acid methyl ester). Solvent: C(C)O (ethanol), C(C)O (ethanol). Yields the product COC(\C(=C\C1=CC(=C(C=C1)O)OC)\C#N)=O (2-cyano-(E)-3-(4-hydroxy-3-methoxyphenyl)acrylic acid methyl ester). Isolated yield 92.9%. As a reaction SMILES: N1CCCCC1.O=[CH:8][C:9]1[CH:17]=[CH:16][C:14]([OH:15])=[C:11]([O:12][CH3:13])[CH:10]=1.[CH3:18][O:19][C:20](=[O:24])[CH2:21][C:22]#[N:23]>C(O)C>[CH3:18][O:19][C:20](=[O:24])/[C:21](/[C:22]#[N:23])=[CH:8]/[C:9]1[CH:17]=[CH:16][C:14]([OH:15])=[C:11]([O:12][CH3:13])[CH:10]=1. Reported procedure: 0.2 ml of piperidine were added carefully to a solution of 4.6 g (30 mmol) of vanillin, 3.4 ml (30.3 mmol) of cyanoacetic acid methyl ester and 0.5 ml of ethanol held at 45° C. The product started to precipitate on cooling to room temperature. The cold reaction mixture was diluted with 8 ml of ethanol, filtered and washed with cold ethanol to give 6.5 g (93%) of 2-cyano-(E)-3-(4-hydroxy-3-methoxyphenyl)acrylic acid methyl ester in form of yellow crystals. Reactants: ClCCl, CC(=O)c1ccc(OCc2ccccc2)c(N)c1, O=S(=O)(Cl)c1ccccc1, c1ccncc1. Yields the product CC(=O)c1ccc(OCc2ccccc2)c(NS(=O)(=O)c2ccccc2)c1. As a reaction SMILES: [Cl:35][CH2:36][Cl:37].[NH2:1][c:2]1[cH:3][c:4]([C:16]([CH3:17])=[O:18])[cH:5][cH:6][c:7]1[O:8][CH2:9][c:10]1[cH:11][cH:12][cH:13][cH:14][cH:15]1.[c:19]1([S:25](=[O:26])(=[O:27])[Cl:28])[cH:20][cH:21][cH:22][cH:23][cH:24]1.[cH:29]1[cH:30][cH:31][n:32][cH:33][cH:34]1>>[NH:1]([c:2]1[cH:3][c:4]([C:16]([CH3:17])=[O:18])[cH:5][cH:6][c:7]1[O:8][CH2:9][c:10]1[cH:11][cH:12][cH:13][cH:14][cH:15]1)[S:25]([c:19]1[cH:20][cH:21][cH:22][cH:23][cH:24]1)(=[O:26])=[O:27]. Starting materials: COC1=CC(=C(C=C1C)C=C1COCC(C1=O)=CC1=C(C=C(C(=C1)C)OC)C)C (tetrahydro-3,5-bis[(4-methoxy-2,5-dimethylphenyl)methylene]-4H-pyran-4-one), NC=1SCCN1 (2-amino-2-thiazoline). The solvent is C(Cl)(Cl)Cl (CHCl3), CCO (EtOH). Yields the product COC1=CC(=C(C=C1C)C1C2=C(N=C3N1CCS3)C(COC2)=CC2=C(C=C(C(=C2)C)OC)C)C (2,3,8,9-Tetrahydro-5-(4-methoxy-2,5-dimethylphenyl)-9-[(4-methoxy-2,5-dimethylphenyl)methylene]-5H,6H-pyrano[4,3-d]thiazolo[3,2-a]pyrimidine). Isolated yield 46.9%. Reaction SMILES: [CH3:1][O:2][C:3]1[C:8]([CH3:9])=[CH:7][C:6]([CH:10]=[C:11]2[C:16](=O)[C:15](=[CH:18][C:19]3[CH:24]=[C:23]([CH3:25])[C:22]([O:26][CH3:27])=[CH:21][C:20]=3[CH3:28])[CH2:14][O:13][CH2:12]2)=[C:5]([CH3:29])[CH:4]=1.[NH2:30][C:31]1[S:32][CH2:33][CH2:34][N:35]=1>C(Cl)(Cl)Cl.CCO>[CH3:27][O:26][C:22]1[C:23]([CH3:25])=[CH:24][C:19]([CH:18]2[N:35]3[CH2:34][CH2:33][S:32][C:31]3=[N:30][C:16]3[C:11](=[CH:10][C:6]4[CH:7]=[C:8]([CH3:9])[C:3]([O:2][CH3:1])=[CH:4][C:5]=4[CH3:29])[CH2:12][O:13][CH2:14][C:15]2=3)=[C:20]([CH3:28])[CH:21]=1. Reported procedure: A stirred solution of tetrahydro-3,5-bis[(4-methoxy-2,5-dimethylphenyl)methylene]-4H-pyran-4-one (3.0 g, 7.6 mmole) and 2-amino-2-thiazoline (1.0 g, 9.7 mmole) in 75 ml of CHCl3 is heated at reflux temperature for 72 hours. After cooling, the solution is filtered to remove a small amount of insoluble material. The solvent is evaporated to give an oily residue. A solution of this material in 25 ml of EtOH yields 1.7 g of light yellow solid, m.p. 195°-197°. Crystallization from 20 ml of 10% DMF/Me... Yield: 9.0%. Conditions: temperature 100 celsius. As a reaction SMILES: [Cl:1][C:2]1[CH:24]=[CH:23][C:5]2[N:6]=[C:7]([C:9]3[CH:10]=[C:11]([C:15]4([CH3:22])[NH:20][C:19](=S)[CH2:18][O:17][CH2:16]4)[CH:12]=[CH:13][CH:14]=3)[O:8][C:4]=2[CH:3]=1.[NH3:25]>CO>[ClH:1].[Cl:1][C:2]1[CH:24]=[CH:23][C:5]2[N:6]=[C:7]([C:9]3[CH:10]=[C:11]([C:15]4([CH3:22])[CH2:16][O:17][CH2:18][C:19]([NH2:25])=[N:20]4)[CH:12]=[CH:13][CH:14]=3)[O:8][C:4]=2[CH:3]=1 |f:3.4|. Starting materials: ClC1=CC2=C(N=C(O2)C=2C=C(C=CC2)C2(COCC(N2)=S)C)C=C1 ((RS)-5-[3-(6-chloro-benzooxazol-2-yl)-phenyl]-5-methyl-morpholin-3-thione), N (ammonia). Run in CO (methanol). The product is Cl.ClC1=CC2=C(N=C(O2)C=2C=C(C=CC2)C2(N=C(COC2)N)C)C=C1 (5-[3-(6-Chloro-benzooxazol-2-yl)-phenyl]-5-methyl-5,6-dihydro-2H-[1,4]oxazin-3-ylamine Hydrochloride). Procedure details: In a tube the (RS)-5-[3-(6-chloro-benzooxazol-2-yl)-phenyl]-5-methyl-morpholin-3-thione (260 mg, 0.7 mmol) was treated with a solution of ammonia in methanol (7M). The sealed tube was heated at 100° C. for 3 hours. For the workup, the reaction mixture was cooled to room temperature and evaporated. For purification the crude product was passed on a SCX column, and then further purified by preparative HPLC. Finally, the treatment with hydrochloric acid followed by evaporation yielded the title com... Reactants: C1CCOC1, COC(=O)c1cccc(C#N)c1, O, CCOP([O-])(=S)SCC. The product is COC(=O)c1cccc(C(N)=S)c1. As a reaction SMILES: [CH2:22]1[O:23][CH2:24][CH2:25][CH2:26]1.[CH3:1][O:2][C:3]([c:4]1[cH:5][c:6]([C:10]#[N:11])[cH:7][cH:8][cH:9]1)=[O:12].[OH2:27].[P:13](=[S:14])([O-:15])([O:16][CH2:17][CH3:18])[S:19][CH2:20][CH3:21]>>[CH3:1][O:2][C:3]([c:4]1[cH:5][c:6]([C:10]([NH2:11])=[S:14])[cH:7][cH:8][cH:9]1)=[O:12]. Starting materials: COC=1C=CC(=CC1)C=O.OS(=O)(=O)O (anisaldehyde H2SO4), Cl (HCl), CC[C@H]1[C@H]([C@@H](C/C(=C/C=C/[C@@H]([C@H](OC(=O)/C(=C/C(=C/[C@H]([C@H]1O)C)/C)/OC)[C@@H](C)[C@H]([C@H](C)[C@]2(C[C@H]([C@@H]([C@H](O2)/C=C/C)C)O[C@H]3C[C@H]([C@@H]([C@H](O3)C)OC(=O)N)O)OC)O)OC)/C)C)O (21-O-methyl-concanamycin A), [BH3-]C#N.[Na+] (NaBH3CN), P(=O)([O-])([O-])[O-] (phosphate). Solvent: CCO (EtOH). The product is CC[C@H]1[C@H]([C@@H](C/C(=C/C=C/[C@@H]([C@H](OC(=O)/C(=C/C(=C/[C@H]([C@H]1O)C)/C)/OC)[C@@H](C)[C@H]([C@H](C)[C@H]2C[C@H]([C@@H]([C@H](O2)/C=C/C)C)O[C@H]3C[C@H]([C@@H]([C@H](O3)C)OC(=O)N)O)O)OC)/C)C)O (21-Deoxyconcanamycin A). RXN SMILES: Cl.[CH3:2][CH2:3][C@@H:4]1[C@H:22]([OH:23])[C@H:21]([CH3:24])[CH:20]=[C:19]([CH3:25])[CH:18]=[C:17]([O:26][CH3:27])[C:15](=[O:16])[O:14][C@H:13]([C@H:28]([C@@H:30]([OH:58])[C@@H:31]([C@:33]2(OC)[O:38][C@H:37](/[CH:39]=[CH:40]/[CH3:41])[C@@H:36]([CH3:42])[C@H:35]([O:43][C@@H:44]3[O:49][C@H:48]([CH3:50])[C@@H:47]([O:51][C:52]([NH2:54])=[O:53])[C@H:46]([OH:55])[CH2:45]3)[CH2:34]2)[CH3:32])[CH3:29])[C@@H:12]([O:59][CH3:60])[CH:11]=[CH:10][CH:9]=[C:8]([CH3:61])[CH2:7][C@@H:6]([CH3:62])[C@@H:5]1[OH:63].[BH3-]C#N.[Na+].COC1C=CC(C=O)=CC=1.OS(O)(=O)=O.P([O-])([O-])([O-])=O>CCO>[CH3:2][CH2:3][C@@H:4]1[C@H:22]([OH:23])[C@H:21]([CH3:24])[CH:20]=[C:19]([CH3:25])[CH:18]=[C:17]([O:26][CH3:27])[C:15](=[O:16])[O:14][C@H:13]([C@H:28]([C@@H:30]([OH:58])[C@@H:31]([C@@H:33]2[O:38][C@H:37](/[CH:39]=[CH:40]/[CH3:41])[C@@H:36]([CH3:42])[C@H:35]([O:43][C@@H:44]3[O:49][C@H:48]([CH3:50])[C@@H:47]([O:51][C:52]([NH2:54])=[O:53])[C@H:46]([OH:55])[CH2:45]3)[CH2:34]2)[CH3:32])[CH3:29])[C@@H:12]([O:59][CH3:60])[CH:11]=[CH:10][CH:9]=[C:8]([CH3:61])[CH2:7][C@@H:6]([CH3:62])[C@@H:5]1[OH:63] |f:2.3,4.5|. Procedure: 4 ml of 0.5N HCl are added to a solution of 388 mg (0.44 mmol) of 21-O-methyl-concanamycin A and 193 mg of NaBH3CN (3.08 mmol, 7 equiv.) in 50 ml of EtOH and the reaction mixture is stirred at room temperature until the starting material can no longer be detected by TLC chromatography. Owing to the similarity in the chromatographic behaviour of the starting material and the product, the TLC monitoring of the course of the reaction proves to be difficult; the product spot can, however, be stained...